Dataset: the Open Reaction Database (ORD), a public repository of structured organic reaction records. Task: describe an organic reaction: reactants, conditions, products, and yield Reactants: C(C)(C)(C)NS(=O)(=O)C1=CN=C(S1)C=1N=CN(C1)C1=NC(=CC(=N1)C(F)(F)F)C1=CC=C(C=C1)C(F)(F)F (N-tert-butyl-2-{1-[4-trifluoromethyl-6-(4-trifluoromethyl-phenyl)-pyrimidin-2-yl]-1H-imidazol-4-yl}-thiazole-5-sulfonamide), C(=O)(C(F)(F)F)O (TFA). The solvent is ClCCl (dichloromethane). Run at time 15 hour. Product: FC(C1=NC(=NC(=C1)C1=CC=C(C=C1)C(F)(F)F)N1C=NC(=C1)C=1SC(=CN1)S(=O)(=O)N)(F)F (2-{1-[4-Trifluoromethyl-6-(4-trifluoromethyl-phenyl)-pyrimidin-2-yl]-1H-imidazol-4-yl}-thiazole-5-sulfonic acid amide). The yield is 54.7%. As a reaction SMILES: C([NH:5][S:6]([C:9]1[S:13][C:12]([C:14]2[N:15]=[CH:16][N:17]([C:19]3[N:24]=[C:23]([C:25]([F:28])([F:27])[F:26])[CH:22]=[C:21]([C:29]4[CH:34]=[CH:33][C:32]([C:35]([F:38])([F:37])[F:36])=[CH:31][CH:30]=4)[N:20]=3)[CH:18]=2)=[N:11][CH:10]=1)(=[O:8])=[O:7])(C)(C)C.C(O)(C(F)(F)F)=O>ClCCl>[F:28][C:25]([F:26])([F:27])[C:23]1[CH:22]=[C:21]([C:29]2[CH:34]=[CH:33][C:32]([C:35]([F:38])([F:36])[F:37])=[CH:31][CH:30]=2)[N:20]=[C:19]([N:17]2[CH:18]=[C:14]([C:12]3[S:13][C:9]([S:6]([NH2:5])(=[O:8])=[O:7])=[CH:10][N:11]=3)[N:15]=[CH:16]2)[N:24]=1. Procedure details: To a cooled and stirred solution of N-tert-butyl-2-{1-[4-trifluoromethyl-6-(4-trifluoromethyl-phenyl)-pyrimidin-2-yl]-1H-imidazol-4-yl}-thiazole-5-sulfonamide (0.075 g) in dichloromethane (3 mL) was added TFA (3 mL) and the reaction mixture was allowed to stir at room temperature for 15 h. The mixture was evaporated to dryness and purified by flash-chromatography on silica gel (ethyl acetate/hexane) and crystallization (THF/hexane) to yielded the title compound as a light brown solid (0.037 g, 1... The reactants are ClCCCCC1(C(NC2=CC(=CC=C12)F)=O)CC (3-(4-chlorobutyl)-3-ethyl-6-fluoro-1,3-dihydro-2H-indol-2-one), ClC=1C=C(C=CC1F)N1CCNCC1 (1-(3-chloro-4-fluorophenyl)-piperazine). The product is Cl.ClC=1C=C(C=CC1F)N1CCN(CC1)CCCCC1(C(NC2=CC(=CC=C12)F)=O)CC (3-{4-[4-(3-chloro-4-fluorophenyl)-piperazin-1-yl]-butyl}-3-ethyl-6-fluoro-1,3-dihydro-2H-indol-2-one monohydrochloride). As a reaction SMILES: [Cl:1][CH2:2][CH2:3][CH2:4][CH2:5][C:6]1([CH2:17][CH3:18])[C:14]2[C:9](=[CH:10][C:11]([F:15])=[CH:12][CH:13]=2)[NH:8][C:7]1=[O:16].[Cl:19][C:20]1[CH:21]=[C:22]([N:27]2[CH2:32][CH2:31][NH:30][CH2:29][CH2:28]2)[CH:23]=[CH:24][C:25]=1[F:26]>>[ClH:1].[Cl:19][C:20]1[CH:21]=[C:22]([N:27]2[CH2:32][CH2:31][N:30]([CH2:2][CH2:3][CH2:4][CH2:5][C:6]3([CH2:17][CH3:18])[C:14]4[C:9](=[CH:10][C:11]([F:15])=[CH:12][CH:13]=4)[NH:8][C:7]3=[O:16])[CH2:29][CH2:28]2)[CH:23]=[CH:24][C:25]=1[F:26] |f:2.3|. Procedure details: The title compound is prepared according to process H by applying processing method 2 from 3-(4-chlorobutyl)-3-ethyl-6-fluoro-1,3-dihydro-2H-indol-2-one and 1-(3-chloro-4-fluorophenyl)-piperazine. Reactants: CN(C)C=O (DMF), CC(=O)[O-].[K+] (KOAc), C(C)OC=1C=C(C=CC1OC)/C=C/C#N ((E)-3-(3-ethoxy-4-methoxyphenyl)-acrylonitrile), IC=1C=CC(=C(C1)N)OC (5-iodo-2-methoxy-phenylamine). The reagents and catalysts are CC(=O)[O-].CC(=O)[O-].[Pd+2] (Pd(OAc)2), [N+](CCCC)(CCCC)(CCCC)CCCC.[Br-] (nBu4NBr). Run at temperature 165 celsius, time 50 minute. The product is COC(NC1=C(C=C(C=C1)C(=CC#N)C1=CC(=C(C=C1)OC)OCC)OC)=O ({4-[2-cyano-1-(3-ethoxy-4-methoxy-phenyl)-vinyl]-2-methoxy-phenyl}-carbamic Acid Methyl Ester), NC1=C(C=C(C=C1)C(=CC#N)C1=CC(=C(C=C1)OC)OCC)OC (3-(4-amino-3-methoxy-phenyl)-3-(3-ethoxy-4-methoxy-phenyl)-acrylonitrile). As a reaction SMILES: [CH2:1]([O:3][C:4]1[CH:5]=[C:6](/[CH:12]=[CH:13]/[C:14]#[N:15])[CH:7]=[CH:8][C:9]=1[O:10][CH3:11])[CH3:2].I[C:17]1[CH:18]=[CH:19][C:20]([O:24][CH3:25])=[C:21]([NH2:23])[CH:22]=1.C[C:27]([O-:29])=[O:28].[K+].[CH3:31]N(C=O)C>[N+](CCCC)(CCCC)(CCCC)CCCC.[Br-].CC([O-])=O.CC([O-])=O.[Pd+2]>[CH3:31][O:29][C:27](=[O:28])[NH:23][C:21]1[CH:22]=[CH:17][C:18]([C:12]([C:6]2[CH:7]=[CH:8][C:9]([O:10][CH3:11])=[C:4]([O:3][CH2:1][CH3:2])[CH:5]=2)=[CH:13][C:14]#[N:15])=[CH:19][C:20]=1[O:24][CH3:25].[NH2:23][C:21]1[CH:22]=[CH:17][C:18]([C:12]([C:6]2[CH:7]=[CH:8][C:9]([O:10][CH3:11])=[C:4]([O:3][CH2:1][CH3:2])[CH:5]=2)=[CH:13][C:14]#[N:15])=[CH:19][C:20]=1[O:24][CH3:25] |f:2.3,5.6,7.8.9|. Procedure: In a 20-mL capacity microwave vessel was combined (E)-3-(3-ethoxy-4-methoxyphenyl)-acrylonitrile (0.41 g, 2.0 mmol), 5-iodo-2-methoxy-phenylamine (0.75 g, 1.5 equiv, 3.0 mmol), Pd(OAc)2 (45 mg, 10 mol %, 0.2 mmol), nBu4NBr (0.71 g, 1.1 equiv, 2.2 mmol), and KOAc (0.49 g, 2.5 equiv, 5.0 mmol) in DMF (8 mL). The mixture was purged with nitrogen gas for 30 seconds and the vessel was sealed. The reaction mixture was stirred in a microwave at 165° C. for 50 min, after which the starting material was ... Starting materials: CO, Nc1ccccc1Cl, ClC1=NCCN1, [Na+], [OH-], O, O=S(=O)(O)O. RXN SMILES: [CH3:22][OH:23].[Cl:12][c:13]1[c:14]([NH2:15])[cH:16][cH:17][cH:18][cH:19]1.[Cl:6][C:7]1=[N:11][CH2:10][CH2:9][NH:8]1.[Na+:21].[OH-:20].[OH2:24].[S:1](=[O:2])(=[O:3])([OH:4])[OH:5]>>[C:7]1(=[N:15][c:14]2[c:13]([Cl:12])[cH:19][cH:18][cH:17][cH:16]2)[NH:8][CH2:9][CH2:10][NH:11]1. The product is Clc1ccccc1N=C1NCCN1. The reactants are CC1=C(N)C(=CC=C1)C (2,6-Dimethylaniline), C(C=C)Cl (allyl chloride), [OH-].[Na+] (caustic soda). The product is CC1=C(C(=CC=C1)C)NCC=C (2,6-dimethylphenyl allylamine). Reaction SMILES: [CH3:1][C:2]1[CH:8]=[CH:7][CH:6]=[C:5]([CH3:9])[C:3]=1[NH2:4].[CH2:10](Cl)[CH:11]=[CH2:12].[OH-].[Na+]>>[CH3:1][C:2]1[CH:8]=[CH:7][CH:6]=[C:5]([CH3:9])[C:3]=1[NH:4][CH2:12][CH:11]=[CH2:10] |f:2.3|. Procedure: 2,6-Dimethylaniline (12.1 g, 0.1 mole) and allyl chloride (3.8 g, 0.05 mole) were mixed and heated over a steam bath using an efficient reflux condenser for 8 hours, then treated with aqueous caustic soda solution, extracted with ether, the ethereal layer worked up and the residue distilled to give 2,6-dimethylphenyl allylamine, b.p. 5355°/0.3 mm) (6.0 g, 75%). The reactants are CO (methanol), C(C1=CC=CC=C1)OCCC1CN(C(C=2N1C(N(C(C2O)=O)C(C)C)=O)=O)CC2=CC=C(C=C2)F (4-[2-(benzyloxy)ethyl]-2-(4-fluorobenzyl)-9-hydroxy-7-isopropyl-3,4-dihydro-2H-pyrazino[1,2-c]pyrimidine-1,6,8(7H)-trione), C(C)(C)N(CC)C(C)C (diisopropylethylamine), CC(C(=O)Cl)(C)C (trimethylacetyl chloride), N,N-dimethylaminopyridine. Solvent: ClCCl (dichloromethane). Conditions: time 1.5 hour. The product is C(C(C)(C)C)(=O)OC1=C2N(C(N(C1=O)C(C)C)=O)C(CN(C2=O)CC2=CC=C(C=C2)F)CCOCC2=CC=CC=C2 (4-[2-(Benzyloxy)ethyl]-2-(4-fluorobenzyl)-7-isopropyl-1,6,8-trioxo-1,3,4,6,7,8-hexahydro-2H-pyrazino[1,2-c]pyrimidin-9-yl pivalate). As a reaction SMILES: [CH2:1]([O:8][CH2:9][CH2:10][CH:11]1[N:16]2[C:17](=[O:26])[N:18]([CH:23]([CH3:25])[CH3:24])[C:19](=[O:22])[C:20]([OH:21])=[C:15]2[C:14](=[O:27])[N:13]([CH2:28][C:29]2[CH:34]=[CH:33][C:32]([F:35])=[CH:31][CH:30]=2)[CH2:12]1)[C:2]1[CH:7]=[CH:6][CH:5]=[CH:4][CH:3]=1.C(N(C(C)C)CC)(C)C.[CH3:45][C:46]([CH3:51])([CH3:50])[C:47](Cl)=[O:48].CO>ClCCl>[C:47]([O:21][C:20]1[C:19](=[O:22])[N:18]([CH:23]([CH3:25])[CH3:24])[C:17](=[O:26])[N:16]2[CH:11]([CH2:10][CH2:9][O:8][CH2:1][C:2]3[CH:3]=[CH:4][CH:5]=[CH:6][CH:7]=3)[CH2:12][N:13]([CH2:28][C:29]3[CH:30]=[CH:31][C:32]([F:35])=[CH:33][CH:34]=3)[C:14](=[O:27])[C:15]=12)(=[O:48])[C:46]([CH3:51])([CH3:50])[CH3:45]. Procedure: To a solution of 4-[2-(benzyloxy)ethyl]-2-(4-fluorobenzyl)-9-hydroxy-7-isopropyl-3,4-dihydro-2H-pyrazino[1,2-c]pyrimidine-1,6,8(7H)-trione (Example 9, Step 6, 1.18 g, 2.46 mmol) in anhydrous dichloromethane (20 mL) at 0° C. were added diisopropylethylamine (856 μL, 4.91 mmol), trimethylacetyl chloride (454 μL, 3.69 mmol), and N,N-dimethylaminopyridine (60 mg, 0.49 mmol). The mixture was stirred at ambient temperature under inert atmosphere for 1.5 h. Addition of methanol resulted in the precipit... Product: NS(=O)(=O)c1cccc(-c2cn(-c3nc(-c4ccc(Cl)c(Cl)c4)cc(C(F)(F)F)n3)cn2)c1. Starting materials: CC(C)(C)NS(=O)(=O)c1cccc(-c2cn(-c3nc(-c4ccc(Cl)c(Cl)c4)cc(C(F)(F)F)n3)cn2)c1, ClCCl, O=C(O)C(F)(F)F. RXN SMILES: [C:1]([CH3:2])([CH3:3])([CH3:4])[NH:5][S:6](=[O:7])(=[O:8])[c:9]1[cH:10][c:11](-[c:15]2[n:16][cH:17][n:18](-[c:20]3[n:21][c:22](-[c:30]4[cH:31][c:32]([Cl:37])[c:33]([Cl:36])[cH:34][cH:35]4)[cH:23][c:24]([C:26]([F:27])([F:28])[F:29])[n:25]3)[cH:19]2)[cH:12][cH:13][cH:14]1.[Cl:45][CH2:46][Cl:47].[F:38][C:39]([F:40])([F:41])[C:42]([OH:43])=[O:44]>>[NH2:5][S:6](=[O:7])(=[O:8])[c:9]1[cH:10][c:11](-[c:15]2[n:16][cH:17][n:18](-[c:20]3[n:21][c:22](-[c:30]4[cH:31][c:32]([Cl:37])[c:33]([Cl:36])[cH:34][cH:35]4)[cH:23][c:24]([C:26]([F:27])([F:28])[F:29])[n:25]3)[cH:19]2)[cH:12][cH:13][cH:14]1.